Dataset: the Open Reaction Database (ORD), a public repository of structured organic reaction records. Task: describe an organic reaction: reactants, conditions, products, and yield The reactants are BrC1=C(C=C(C=C1)C=1OC=CN1)CC(=O)O (2-Bromo-5-(2-oxazolyl)benzeneacetic acid), CN(C=O)C (dimethylformamide), C(C(=O)Cl)(=O)Cl (oxalyl chloride). Solvent: C(Cl)Cl (CH2Cl2). Reaction conditions: time 1 hour. Yields the product BrC1=C(C=C(C=C1)C=1OC=CN1)CC(=O)Cl (2-Bromo-5-(2-oxazolyl)benzeneacetyl chloride). As a reaction SMILES: [Br:1][C:2]1[CH:7]=[CH:6][C:5]([C:8]2[O:9][CH:10]=[CH:11][N:12]=2)=[CH:4][C:3]=1[CH2:13][C:14]([OH:16])=O.CN(C)C=O.C(Cl)(=O)C([Cl:25])=O>C(Cl)Cl>[Br:1][C:2]1[CH:7]=[CH:6][C:5]([C:8]2[O:9][CH:10]=[CH:11][N:12]=2)=[CH:4][C:3]=1[CH2:13][C:14]([Cl:25])=[O:16]. Reported procedure: To the title compound of Step (B) and 0.048 ml dimethylformamide (DMF) in 19 ml CH2Cl2, oxalyl chloride (2M in CH2Cl2, 2.38 ml, 4.75 mmol) was added. The reaction was stirred at room temperature for 1 hour and concentrated to give the title compound of this step as a gum. Reactants: BrCC1=C(C(N=C(N1)C=1N=CSC1Cl)C1=C(C=C(C=C1)Cl)Cl)C(=O)OCC (Ethyl 6-(bromomethyl)-2-(5-chlorothiazol-4-yl)-4-(2,4-dichlorophenyl)-1,4-dihydropyrimidine-5-carboxylate), N1C(COCC1)C(=O)O (morpholine-3-carboxylic acid). Product: ClC1=C(N=CS1)C1=NC(C(=C(N1)CN1C(COCC1)C(=O)O)C(=O)OCC)C1=C(C=C(C=C1)Cl)Cl (4-((2-(5-chlorothiazol-4-yl)-6-(2,4-dichlorophenyl)-5-(ethoxycarbonyl)-3,6-dihydropyrimidin-4-yl)methyl)morpholine-3-carboxylic acid). Yield: 33.9%. Reaction SMILES: Br[CH2:2][C:3]1[NH:8][C:7]([C:9]2[N:10]=[CH:11][S:12][C:13]=2[Cl:14])=[N:6][CH:5]([C:15]2[CH:20]=[CH:19][C:18]([Cl:21])=[CH:17][C:16]=2[Cl:22])[C:4]=1[C:23]([O:25][CH2:26][CH3:27])=[O:24].[NH:28]1[CH2:33][CH2:32][O:31][CH2:30][CH:29]1[C:34]([OH:36])=[O:35]>>[Cl:14][C:13]1[S:12][CH:11]=[N:10][C:9]=1[C:7]1[NH:8][C:3]([CH2:2][N:28]2[CH2:33][CH2:32][O:31][CH2:30][CH:29]2[C:34]([OH:36])=[O:35])=[C:4]([C:23]([O:25][CH2:26][CH3:27])=[O:24])[CH:5]([C:15]2[CH:20]=[CH:19][C:18]([Cl:21])=[CH:17][C:16]=2[Cl:22])[N:6]=1. Procedure details: Ethyl 6-(bromomethyl)-2-(5-chlorothiazol-4-yl)-4-(2,4-dichlorophenyl)-1,4-dihydropyrimidine-5-carboxylate (0.78 g, 1.53 mmol) was reacted with morpholine-3-carboxylic acid (0.2 g, 1.53 mmol) according to the procedure as described in Example 28 to give the title compound as a yellow solid (0.29 g, 34%). The compound was characterized by the following spectroscopic data: Reactants: O=C1N(C(CC1)=O)OC(CCCCCCCCCCCCCCCCCCC(=O)OC(C)(C)C)=O (Icosanedioic acid tert-butyl ester 2,5-dioxo-pyrrolidin-1-yl ester), N[C@@H](CCC(O)=O)C(=O)OC(C)(C)C (H-Glu-OtBu). The solvent is C1CCOC1 (THF), CN(C)C=O.O (DMF water). Reaction conditions: time 3 hour. Product: C(C)(C)(C)OC(C(CCC(=O)O)NC(CCCCCCCCCCCCCCCCCCC(=O)OC(C)(C)C)=O)=O (2-(19-tert-Butoxycarbonylnonadecanoylamino)pentanedioic acid 1-tert-butyl ester). Reaction SMILES: O=C1CCC(=O)N1O[C:9](=[O:35])[CH2:10][CH2:11][CH2:12][CH2:13][CH2:14][CH2:15][CH2:16][CH2:17][CH2:18][CH2:19][CH2:20][CH2:21][CH2:22][CH2:23][CH2:24][CH2:25][CH2:26][CH2:27][C:28]([O:30][C:31]([CH3:34])([CH3:33])[CH3:32])=[O:29].[NH2:36][C@H:37]([C:43]([O:45][C:46]([CH3:49])([CH3:48])[CH3:47])=[O:44])[CH2:38][CH2:39][C:40](=[O:42])[OH:41]>C1COCC1.CN(C=O)C.O>[C:46]([O:45][C:43](=[O:44])[CH:37]([NH:36][C:9](=[O:35])[CH2:10][CH2:11][CH2:12][CH2:13][CH2:14][CH2:15][CH2:16][CH2:17][CH2:18][CH2:19][CH2:20][CH2:21][CH2:22][CH2:23][CH2:24][CH2:25][CH2:26][CH2:27][C:28]([O:30][C:31]([CH3:32])([CH3:33])[CH3:34])=[O:29])[CH2:38][CH2:39][C:40]([OH:42])=[O:41])([CH3:49])([CH3:47])[CH3:48] |f:3.4|. Procedure details: Icosanedioic acid tert-butyl ester 2,5-dioxo-pyrrolidin-1-yl ester (6.01 g, 12.124 mmol) was dissolved in THF (150 mL) and mixed with a slurry of H-Glu-OtBu (2.71 g, 13.33 mmol) in DMF/water (1/1, 40 mL). This resulted in a gel-like solution which was heated to give a clear solution that was stirred at RT for 3 h. Then the solution was evaporated, 100 mL of water was added and the mixture was heated to 60° C. which resulted in a solution which crystallised on cooling. The precipitate was recryst... Run in O1CCCC1 (tetrahydrofuran), O (water). Reactants: base, N (ammonia), [Cl-].[NH4+] (ammonium chloride), Cl (hydrochloride), CN(C)C(C1C(CCCC1)=O)C1=CC2=CC=CC=C2C=C1 (2-(dimethylaminonaphthalene-2-ylmethyl)cyclohexanone), C(C1=CC=CC=C1)[Mg]Cl (benzylmagnesium chloride). Yield: 68.1%. Procedure details: The base was freed from 3.0 g (9.44 mmole) of the hydrochloride of 2-(dimethylaminonaphthalene-2-ylmethyl)cyclohexanone obtained according to stage 1 with 30 ml of water and 5 ml of ammonia solution (25 vol. %), extracted three times with 30 ml of ether each time, and the combined organic extracts were dried over sodium sulfate, filtered, and concentrated by evaporation one a rotary evaporator without heating (500 to 10 mbar). 2.5 g (8.9 mmole) of this base were dissolved in 15 ml of tetrahydrof... Reaction conditions: time 15 hour. Yields the product crude base, Cl.C(C1=CC=CC=C1)C1(C(CCCC1)C(C1=CC2=CC=CC=C2C=C1)N(C)C)O (1-benzyl-2-(dimethylaminonaphthalene-2-yl-methyl)cyclohexanol, hydrochloride). As a reaction SMILES: Cl.[CH3:2][N:3]([CH:5]([C:13]1[CH:22]=[CH:21][C:20]2[C:15](=[CH:16][CH:17]=[CH:18][CH:19]=2)[CH:14]=1)[CH:6]1[CH2:11][CH2:10][CH2:9][CH2:8][C:7]1=[O:12])[CH3:4].N.[CH2:24]([Mg][Cl:32])[C:25]1[CH:30]=[CH:29][CH:28]=[CH:27][CH:26]=1.[Cl-].[NH4+]>O1CCCC1.O>[ClH:32].[CH2:24]([C:7]1([OH:12])[CH2:8][CH2:9][CH2:10][CH2:11][CH:6]1[CH:5]([N:3]([CH3:2])[CH3:4])[C:13]1[CH:22]=[CH:21][C:20]2[C:15](=[CH:16][CH:17]=[CH:18][CH:19]=2)[CH:14]=1)[C:25]1[CH:30]=[CH:29][CH:28]=[CH:27][CH:26]=1 |f:4.5,8.9|. The reactants are C(C)(C)N(C(C)C)CC (N,N-diisopropylethylamine), ClC(C(=O)OCC)=O (ethyl chloro(oxo)acetate), Cl.NCC(C(C)(C)C)=O (1-amino-3,3-dimethylbutan-2-one hydrochloride salt). Run in C(Cl)Cl (CH2Cl2). Run at time 2 hour. Product: C(C)OC(C(=O)NCC(C(C)(C)C)=O)=O (ethyl[(3,3-dimethyl-2-oxobutyl)amino](oxo)acetate). Yield: 80.4%. RXN SMILES: Cl.[NH2:2][CH2:3][C:4](=[O:9])[C:5]([CH3:8])([CH3:7])[CH3:6].C(N(CC)C(C)C)(C)C.Cl[C:20](=[O:26])[C:21]([O:23][CH2:24][CH3:25])=[O:22]>C(Cl)Cl>[CH2:24]([O:23][C:21](=[O:22])[C:20]([NH:2][CH2:3][C:4](=[O:9])[C:5]([CH3:8])([CH3:7])[CH3:6])=[O:26])[CH3:25] |f:0.1|. Reported procedure: To a mixture of 1-amino-3,3-dimethylbutan-2-one hydrochloride salt (35 g, 231 mmol) in CH2Cl2 (500 mL) at 0° C. are added N,N-diisopropylethylamine (74 g, 577 mmol) and ethyl chloro(oxo)acetate (31.5 g, 231 mmol) slowly over a period of 15 min. The reaction mixture is stirred at room temperature for 2 h and is filtered through Celite. The filtrate is concentrated to afford the title compound (40 g, 81%). Reactants: CN1C(=NC(=CC1=O)C1=NC=NC=C1)OC1CCN(CC1)C=1C=CC2=C(COC(N2COCC[Si](C)(C)C)=O)C1 (1-methyl-2-{[1-(2-oxo-1{[2-(trimethylsilyl)ethoxy]methyl}-1,4-dihydro-2H-3,1-benzoxazin-6-yl)piperidin-4-yl]oxy}-1H-[4,4′]bipyrimidinyl-6-one), Cl (hydrochloric acid), C(O)([O-])=O.[Na+] (sodium hydrogen carbonate), O (water). Run in O1CCCC1 (tetrahydrofuran). Conditions: temperature 70 celsius, time 3 hour. The product is CN1C(=NC(=CC1=O)C1=NC=NC=C1)OC1CCN(CC1)C=1C=CC2=C(COC(N2)=O)C1 (1-methyl-2-{[1-(2-oxo-1,4-dihydro-2H-3,1-benzoxazin-6-yl)piperidin-4-yl]oxy}-1H-[4,4′]bipyrimidinyl-6-one). Isolated yield 36.4%. Reaction SMILES: [CH3:1][N:2]1[C:7](=[O:8])[CH:6]=[C:5]([C:9]2[CH:14]=[CH:13][N:12]=[CH:11][N:10]=2)[N:4]=[C:3]1[O:15][CH:16]1[CH2:21][CH2:20][N:19]([C:22]2[CH:23]=[CH:24][C:25]3[N:30](COCC[Si](C)(C)C)[C:29](=[O:39])[O:28][CH2:27][C:26]=3[CH:40]=2)[CH2:18][CH2:17]1.Cl.O.C(=O)([O-])O.[Na+]>O1CCCC1>[CH3:1][N:2]1[C:7](=[O:8])[CH:6]=[C:5]([C:9]2[CH:14]=[CH:13][N:12]=[CH:11][N:10]=2)[N:4]=[C:3]1[O:15][CH:16]1[CH2:21][CH2:20][N:19]([C:22]2[CH:23]=[CH:24][C:25]3[NH:30][C:29](=[O:39])[O:28][CH2:27][C:26]=3[CH:40]=2)[CH2:18][CH2:17]1 |f:3.4|. Procedure details: To a solution of 1-methyl-2-{[1-(2-oxo-1{[2-(trimethylsilyl)ethoxy]methyl}-1,4-dihydro-2H-3,1-benzoxazin-6-yl)piperidin-4-yl]oxy}-1H-[4,4′]bipyrimidinyl-6-one (78 mg, 0.14 mmol) in tetrahydrofuran (1.4 ml) was added 6N aqueous hydrochloric acid (1.4 ml, 8.4 mmol). The mixture was stirred at 70° C. for 3 hours. The mixture was poured into water. The aqueous solution was neutralized with sodium hydrogen carbonate. Extraction with dichloromethane was performed three times. The organic layer was dri... Reactants: CN(C)C=O, N#C[Cu], Cc1nc(N)ccc1Br, N#C[Na], O. The product is Cc1nc(N)ccc1CN. RXN SMILES: [CH3:16][N:17]([CH3:18])[CH:19]=[O:20].[Cu:1][C:2]#[N:3].[NH2:4][c:5]1[cH:6][cH:7][c:8]([Br:12])[c:9]([CH3:11])[n:10]1.[Na:13][C:14]#[N:15].[OH2:21]>>[CH2:2]([NH2:3])[c:8]1[cH:7][cH:6][c:5]([NH2:4])[n:10][c:9]1[CH3:11]. Starting materials: CC(C)(C)[O-], CN(C)C=O, CCOC(C)=O, COC(=O)c1ccc(-c2ccc(NC(=O)CCCCl)cc2C)cc1, [K+]. The product is COC(=O)c1ccc(-c2ccc(N3CCCC3=O)cc2C)cc1. RXN SMILES: [CH3:25][C:26]([CH3:27])([O-:28])[CH3:29].[CH3:31][N:32]([CH3:33])[CH:34]=[O:35].[CH3:36][CH2:37][O:38][C:39](=[O:40])[CH3:41].[Cl:1][CH2:2][CH2:3][CH2:4][C:5](=[O:6])[NH:7][c:8]1[cH:9][c:10]([CH3:24])[c:11](-[c:14]2[cH:15][cH:16][c:17]([C:20](=[O:21])[O:22][CH3:23])[cH:18][cH:19]2)[cH:12][cH:13]1.[K+:30]>>[CH2:2]1[CH2:3][CH2:4][C:5](=[O:6])[N:7]1[c:8]1[cH:9][c:10]([CH3:24])[c:11](-[c:14]2[cH:15][cH:16][c:17]([C:20](=[O:21])[O:22][CH3:23])[cH:18][cH:19]2)[cH:12][cH:13]1.